From a dataset of the Open Reaction Database (ORD), a public repository of structured organic reaction records. describe an organic reaction: reactants, conditions, products, and yield Starting materials: CC(C)(C)OC(=O)n1cc(C(=O)CBr)c2ccccc21, C1CCOC1, CO, [N-]=[N+]=[N-], [Na+], O. Product: CC(C)(C)OC(=O)n1cc(C(=O)CN=[N+]=[N-])c2ccccc21. As a reaction SMILES: [Br:1][CH2:2][C:3](=[O:4])[c:5]1[cH:6][n:7]([C:14](=[O:15])[O:16][C:17]([CH3:18])([CH3:19])[CH3:20])[c:8]2[cH:9][cH:10][cH:11][cH:12][c:13]12.[CH2:28]1[O:29][CH2:30][CH2:31][CH2:32]1.[CH3:26][OH:27].[N-:22]=[N+:23]=[N-:24].[Na+:21].[OH2:25]>>[CH2:2]([C:3](=[O:4])[c:5]1[cH:6][n:7]([C:14](=[O:15])[O:16][C:17]([CH3:18])([CH3:19])[CH3:20])[c:8]2[cH:9][cH:10][cH:11][cH:12][c:13]12)[N:22]=[N+:23]=[N-:24]. Procedure details: Following the procedure as described in EXAMPLE 4 and making non-critical variations using (R)-(tetrahydrofuran-2-yl)methyl 4-methylbenzenesulfonate to replace 2-(bromomethyl)tetrahydro-2H-pyran, and 5′,6′,7′,8′-tetrahydrospiro[indole-3,3′-naphtho[2,3-b]furan]-2(1′H)-one to replace 5,6-dihydrospiro[benzo[1,2-b:5,4-b′]difuran-3,3-indol]-2″(1′H)-one, 1-[(2R)-tetrahydrofuran-2-ylmethyl]-5′,6′,7′,8′-tetrahydrospiro[indole-3,3-naphtho[2,3-b]furan]-2(1′H)-one was obtained (80%) as a colorless solid: m... Reaction SMILES: CC1C=CC(S(O[CH2:12][C@H:13]2[CH2:17][CH2:16][CH2:15][O:14]2)(=O)=O)=CC=1.BrCC1CCCCO1.[O:26]1[CH2:30][C:29]2([C:38]3[C:33](=[CH:34][CH:35]=[CH:36][CH:37]=3)[NH:32][C:31]2=[O:39])[C:28]2[CH:40]=[C:41]3[C:46](=[CH:47][C:27]1=2)[CH2:45][CH2:44][CH2:43][CH2:42]3>>[O:14]1[CH2:15][CH2:16][CH2:17][C@@H:13]1[CH2:12][N:32]1[C:33]2[C:38](=[CH:37][CH:36]=[CH:35][CH:34]=2)[C:29]2([CH2:30][O:26][C:27]3[CH:47]=[C:46]4[C:41](=[CH:40][C:28]2=3)[CH2:42][CH2:43][CH2:44][CH2:45]4)[C:31]1=[O:39]. Product: O1[C@H](CCC1)CN1C(C2(C3=C(OC2)C=C2CCCCC2=C3)C3=CC=CC=C13)=O (1-[(2R)-tetrahydrofuran-2-ylmethyl]-5′,6′,7′,8′-tetrahydrospiro[indole-3,3′-naphtho[2,3-b]furan]-2(1′H)-one). Reactants: CC1=CC=C(C=C1)S(=O)(=O)OC[C@@H]1OCCC1 ((R)-(tetrahydrofuran-2-yl)methyl 4-methylbenzenesulfonate), benzo[1,2-b:5,4-b′]difuran 3,3-indol, BrCC1OCCCC1 (2-(bromomethyl)tetrahydro-2H-pyran), O1C2=C(C3(C1)C(NC1=CC=CC=C13)=O)C=C1CCCCC1=C2 (5′,6′,7′,8′-tetrahydrospiro[indole-3,3′-naphtho[2,3-b]furan]-2(1′H)-one). The product is NC1=CC(=C(C=C1)N1C(C(=CC=C1)CO[Si](C1=CC=CC=C1)(C1=CC=CC=C1)C(C)(C)C)=O)Cl (1-(4-Amino-2-chlorophenyl)-3-({[tert-butyl(diphenyl)silyl]oxy}methyl)pyridin-2(1H)-one). The reactants are [Si](C1=CC=CC=C1)(C1=CC=CC=C1)(C(C)(C)C)OCC=1C(N(C=CC1)C1=C(C=C(C=C1)[N+](=O)[O-])Cl)=O (3-({[tert-Butyl(diphenyl)silyl]oxy}methyl)-1-(2-chloro-4-nitrophenyl)pyridin-2(1H)-one), [H][H] (hydrogen). The reagents and catalysts are [Pd] (palladium on carbon). The solvent is C1CCOC1 (THF). Reaction SMILES: [Si:1]([O:18][CH2:19][C:20]1[C:21](=[O:36])[N:22]([C:26]2[CH:31]=[CH:30][C:29]([N+:32]([O-])=O)=[CH:28][C:27]=2[Cl:35])[CH:23]=[CH:24][CH:25]=1)([C:14]([CH3:17])([CH3:16])[CH3:15])([C:8]1[CH:13]=[CH:12][CH:11]=[CH:10][CH:9]=1)[C:2]1[CH:7]=[CH:6][CH:5]=[CH:4][CH:3]=1.[H][H]>C1COCC1.[Pd]>[NH2:32][C:29]1[CH:30]=[CH:31][C:26]([N:22]2[CH:23]=[CH:24][CH:25]=[C:20]([CH2:19][O:18][Si:1]([C:14]([CH3:15])([CH3:17])[CH3:16])([C:2]3[CH:3]=[CH:4][CH:5]=[CH:6][CH:7]=3)[C:8]3[CH:13]=[CH:12][CH:11]=[CH:10][CH:9]=3)[C:21]2=[O:36])=[C:27]([Cl:35])[CH:28]=1. Procedure details: 800 mg (1.54 mmol) of the compound from Example 4A are dissolved in 48 ml of THF. 50 mg (0.05 mmol) of palladium on carbon are then added, and the mixture is hydrogenated at RT in a hydrogen atmosphere under atmospheric pressure. The mixture is then filtered, the filter cake is washed with THF and the filtrate is freed from the solvent. The reaction product (purity: 95%) is reacted further without further purification. The reactants are C(C)(=O)C1=CC=C(OC(C(=O)OCC)(C)C)C=C1 (Ethyl 2-[4-acetylphenoxy]-2-methylpropionate), BrCC(=O)C1=CC=C(OCC(=O)N2CCOCC2)C=C1 (4-[4-(bromoacetyl)phenoxyacetyl]morpholine). Yields the product BrCC(=O)C1=CC=C(OC(C(=O)OCC)(C)C)C=C1 (ethyl 2-[4-(bromoacetyl)phenoxy]-2-methylpropionate). As a reaction SMILES: [C:1]([C:4]1[CH:18]=[CH:17][C:7]([O:8][C:9]([CH3:16])([CH3:15])[C:10]([O:12][CH2:13][CH3:14])=[O:11])=[CH:6][CH:5]=1)(=[O:3])[CH3:2].[Br:19]CC(C1C=CC(OCC(N2CCOCC2)=O)=CC=1)=O>>[Br:19][CH2:2][C:1]([C:4]1[CH:18]=[CH:17][C:7]([O:8][C:9]([CH3:16])([CH3:15])[C:10]([O:12][CH2:13][CH3:14])=[O:11])=[CH:6][CH:5]=1)=[O:3]. Reported procedure: Ethyl 2-[4-acetylphenoxy]-2-methylpropionate was brominated using an analogous procedure to that described for 4-[4-(bromoacetyl)phenoxyacetyl]morpholine, used as a starting material for Example 6, to give ethyl 2-[4-(bromoacetyl)phenoxy]-2-methylpropionate as an oil, which was pure by thin layer chromatographic (TLC) analysis (on silica plates; eluant : 50% ether/50% petrol). The reactants are C=CCOc1ccc(C(=O)OCC)cc1, [K+], [OH-], O. The product is C=CCOc1ccc(C(=O)O)cc1. As a reaction SMILES: [CH2:1]([CH:2]=[CH2:3])[O:4][c:5]1[cH:6][cH:7][c:8]([C:9](=[O:10])[O:11][CH2:12][CH3:13])[cH:14][cH:15]1.[K+:17].[OH-:16].[OH2:18]>>[CH2:1]([CH:2]=[CH2:3])[O:4][c:5]1[cH:6][cH:7][c:8]([C:9](=[O:10])[OH:11])[cH:14][cH:15]1. Reactants: BrC1=C(C(=O)OCC)C=CC(=C1O)[N+](=O)[O-] (ethyl 2-bromo-3-hydroxy-4-nitrobenzoate), [I-].[K+] (potassium iodide), C([O-])([O-])=O.[K+].[K+] (potassium carbonate), COCCCl (2-chloroethyl methyl ether). The solvent is CN(C=O)C (dimethylformamide). Reaction conditions: temperature 70 celsius. The product is BrC1=C(C(=O)OCC)C=CC(=C1OCCOC)[N+](=O)[O-] (ethyl 2-bromo-3-(2-methoxyethoxy)-4-nitrobenzoate). The yield is 93.5%. Reaction SMILES: [Br:1][C:2]1[C:12]([OH:13])=[C:11]([N+:14]([O-:16])=[O:15])[CH:10]=[CH:9][C:3]=1[C:4]([O:6][CH2:7][CH3:8])=[O:5].C(=O)([O-])[O-].[K+].[K+].[CH3:23][O:24][CH2:25][CH2:26]Cl.[I-].[K+]>CN(C)C=O>[Br:1][C:2]1[C:12]([O:13][CH2:26][CH2:25][O:24][CH3:23])=[C:11]([N+:14]([O-:16])=[O:15])[CH:10]=[CH:9][C:3]=1[C:4]([O:6][CH2:7][CH3:8])=[O:5] |f:1.2.3,5.6|. Procedure: Using a procedure similar to that of Example 2, 0.2 moles of ethyl 2-bromo-3-hydroxy-4-nitrobenzoate and an excess of potassium carbonate (0.35 moles) and 2-chloroethyl methyl ether (0.35 moles) along with a catalytic amount of potassium iodide (7.2 g, 0.045 m) were combined with 350 mL of dimethylformamide. After heating at 70° C. for 4 hours, normal workup gave 0.187 moles of ethyl 2-bromo-3-(2-methoxyethoxy)-4-nitrobenzoate as a viscous oil. This ester can be readily hydrolyzed to its acid us... Starting materials: C(C)OC(CNCC1OCCCO1)OCC (N-(2,2-Diethoxyethyl)-N-(1,3-dioxan-2-ylmethyl)-amine), C1=CC=CC=C1 (benzene), C([O-])([O-])=O.[Na+].[Na+] (sodium carbonate), ClCC(=O)Cl (chloroacetyl chloride). Run in O (water). The product is desired product, C(C)OC(CN(C(CCl)=O)CC1OCCCO1)OCC (N-(2,2-diethoxyethyl)-N-(1,3-dioxan-2-ylmethyl)-α-chloroacetamide). Reaction SMILES: [CH2:1]([O:3][CH:4]([O:14][CH2:15][CH3:16])[CH2:5][NH:6][CH2:7][CH:8]1[O:13][CH2:12][CH2:11][CH2:10][O:9]1)[CH3:2].C1C=CC=CC=1.C(=O)([O-])[O-].[Na+].[Na+].[Cl:29][CH2:30][C:31](Cl)=[O:32]>O>[CH2:1]([O:3][CH:4]([O:14][CH2:15][CH3:16])[CH2:5][N:6]([CH2:7][CH:8]1[O:13][CH2:12][CH2:11][CH2:10][O:9]1)[C:31](=[O:32])[CH2:30][Cl:29])[CH3:2] |f:2.3.4|. Procedure details: N-(2,2-Diethoxyethyl)-N-(1,3-dioxan-2-ylmethyl)-amine (4 grams), benzene (100 ml), water (100 ml) and sodium carbonate (2 grams) are charged into a glass reaction vessel equipped with a mechanical stirrer and thermometer. The mixture is cooled to a temperature of 5° to 10° C and chloroacetyl chloride (1.5 ml) is added dropwise with stirring. After the addition is completed stirring is continued until the reaction mixture reaches room temperature. After this time the organic phase is separated fr... The reactants are C/C=C(\C)/C(=O)N[C@@H](C=1C=CC=CC1)[C@H](C(=O)O[C@H]2C[C@]3([C@H]([C@H]4[C@@]([C@H](C[C@@H]5[C@]4(CO5)OC(=O)C)O)(C(=O)[C@@H](C(=C2C)C3(C)C)OC(=O)C)C)OC(=O)C=6C=CC=CC6)O)O (cephalomannine), CC1=C2[C@H](C(=O)[C@@]3([C@H](C[C@@H]4[C@]([C@H]3[C@@H]([C@@](C2(C)C)(C[C@@H]1OC(=O)[C@@H]([C@H](C=5C=CC=CC5)NC(=O)C=6C=CC=CC6)O)O)OC(=O)C=7C=CC=CC7)(CO4)OC(=O)C)O)C)OC(=O)C (taxol). Yields the product CC1=C2[C@H](C(=O)[C@@]3([C@H](C[C@@H]4[C@]([C@H]3[C@@H]([C@@](C2(C)C)(C[C@@H]1O)O)OC(=O)C=5C=CC=CC5)(CO4)OC(=O)C)O)C)OC(=O)C (Baccatin III). Reaction SMILES: C/C=C(/C(N[C@H]([C@@H](O)C([O:18][C@@H:19]1[C:40]([CH3:41])=[C:39]2[C:42]([CH3:44])([CH3:43])[C@:21]([OH:59])([C@@H:22]([O:50][C:51]([C:53]3[CH:54]=[CH:55][CH:56]=[CH:57][CH:58]=3)=[O:52])[C@@H:23]3[C@:28]4([O:31][C:32]([CH3:34])=[O:33])[CH2:29][O:30][C@@H:27]4[CH2:26][C@H:25]([OH:35])[C@@:24]3([CH3:49])[C:36]([C@@H:38]2[O:45][C:46]([CH3:48])=[O:47])=[O:37])[CH2:20]1)=O)C1C=CC=CC=1)=O)\C.CC1[C@@H](OC([C@H](O)[C@@H](NC(C2C=CC=CC=2)=O)C2C=CC=CC=2)=O)C[C@]2(O)C(C)(C)C=1[C@@H](OC(C)=O)C([C@@]1(C)[C@H]([C@@H]2OC(C2C=CC=CC=2)=O)[C@]2(OC(C)=O)CO[C@@H]2C[C@@H]1O)=O>>[CH3:41][C:40]1[C@@H:19]([OH:18])[CH2:20][C@:21]2([OH:59])[C:42]([CH3:43])([CH3:44])[C:39]=1[C@@H:38]([O:45][C:46]([CH3:48])=[O:47])[C:36]([C@@:24]1([CH3:49])[C@H:23]([C@@H:22]2[O:50][C:51]([C:53]2[CH:54]=[CH:55][CH:56]=[CH:57][CH:58]=2)=[O:52])[C@:28]2([O:31][C:32]([CH3:34])=[O:33])[CH2:29][O:30][C@@H:27]2[CH2:26][C@@H:25]1[OH:35])=[O:37]. Procedure details: In the third embodiment, the addition of 10% tin chloride (based on the taxol in the starting material) to tetrabutylammonium borohydride in dichloromethane at 0° C. for one hour resulted in a 121.7% yield of Baccatin III. It would appear material other then just the cephalomannine and taxol in the starting material was cleaved to produce Baccatin III. It is hypothesized that certain taxol compounds may be bound to sugars and other biological material and that these may have been converted to Ba... Starting materials: 10, N1(C=NC=C1)C(C(C)C)C1=CC(=C(C=C1)N)[N+](=O)[O-] (4-[1-(1H-imidazol-1-yl)-2-methylpropyl]-2-nitrobenzenamine), O=C(CC(=O)OCC)C1=CC=CC=C1 (ethyl β-oxobenzenepropanoate). Run in C1=CC=CC=C1 (benzene). Product: N1(C=NC=C1)C(C(C)C)C1=CC(=C(C=C1)NC(CC(C1=CC=CC=C1)=O)=O)[N+](=O)[O-] (N-[4-[1-(1H-imidazol-1-yl)-2-methylpropyl]-2-nitrophenyl]-β-oxobenzenepropanamide). Yield: 44.8%. As a reaction SMILES: [N:1]1([CH:6]([C:10]2[CH:15]=[CH:14][C:13]([NH2:16])=[C:12]([N+:17]([O-:19])=[O:18])[CH:11]=2)[CH:7]([CH3:9])[CH3:8])[CH:5]=[CH:4][N:3]=[CH:2]1.[O:20]=[C:21]([C:28]1[CH:33]=[CH:32][CH:31]=[CH:30][CH:29]=1)[CH2:22][C:23](OCC)=[O:24]>C1C=CC=CC=1>[N:1]1([CH:6]([C:10]2[CH:15]=[CH:14][C:13]([NH:16][C:23](=[O:24])[CH2:22][C:21](=[O:20])[C:28]3[CH:29]=[CH:30][CH:31]=[CH:32][CH:33]=3)=[C:12]([N+:17]([O-:19])=[O:18])[CH:11]=2)[CH:7]([CH3:9])[CH3:8])[CH:5]=[CH:4][N:3]=[CH:2]1. Procedure: A solution of 10 parts of 4-[1-(1H-imidazol-1-yl)-2-methylpropyl]-2-nitrobenzenamine, 20 parts of ethyl β-oxobenzenepropanoate and 174 parts of benzene was stirred for 36 hours at reflux temperature. After cooling, the reaction mixture was evaporated. The residue was purified by column chromatography over silica gel using a mixture of dichloromethane and methanol (98:2 by volume) as eluent. The pure fractions were collected and the eluent was evaporated, yielding 7 parts (44.8%) of N-[4-[1-(1H-i...